The task is: describe an organic reaction: reactants, conditions, products, and yield. This data is from the Open Reaction Database (ORD), a public repository of structured organic reaction records. Reactants: C1CCOC1, COC(=O)C1(C)CCCN1C(=O)OC(C)(C)C, [Na+], [OH-], O. Product: CC(C)(C)OC(=O)N1CCCC1(C)C(=O)O. As a reaction SMILES: [CH2:20]1[O:21][CH2:22][CH2:23][CH2:24]1.[CH3:1][O:2][C:3]([C:4]1([CH3:16])[N:5]([C:9](=[O:10])[O:11][C:12]([CH3:13])([CH3:14])[CH3:15])[CH2:6][CH2:7][CH2:8]1)=[O:17].[Na+:19].[OH-:18].[OH2:25]>>[O:2]=[C:3]([C:4]1([CH3:16])[N:5]([C:9](=[O:10])[O:11][C:12]([CH3:13])([CH3:14])[CH3:15])[CH2:6][CH2:7][CH2:8]1)[OH:17]. Starting materials: BrC1=NC=CC=C1 (2-Bromopyridine), NC1=C(C2=C(S1)CCCC2)C(=O)OCC (ethyl 2-amino-4,5,6,7-tetrahydrobenzo(b)thiophene-3-carboxylate). Product: C1CCCC2=C1C1=C(N=C3N(C1=O)C=CC=C3)S2 (1,2,3,4-Tetrahydro-12H-[1]benzothieno[2,3-d]pyrido[1,2-a]pyrimidin-12-one). Reaction SMILES: Br[C:2]1[CH:7]=[CH:6][CH:5]=[CH:4][N:3]=1.[NH2:8][C:9]1[S:13][C:12]2[CH2:14][CH2:15][CH2:16][CH2:17][C:11]=2[C:10]=1[C:18](OCC)=[O:19]>>[CH2:17]1[C:11]2[C:10]3[C:18](=[O:19])[N:3]4[CH:4]=[CH:5][CH:6]=[CH:7][C:2]4=[N:8][C:9]=3[S:13][C:12]=2[CH2:14][CH2:15][CH2:16]1. Procedure details: 2-Bromopyridine and ethyl 2-amino-4,5,6,7-tetrahydrobenzo(b)thiophene-3-carboxylate 1b were heated to 165° C. for three and half hours under argon. After cooling the solid material was crystallized from EtOH. The crystallised product was purified by flash chromatography using CH2Cl2/EtOAc 9:1 as an eluent. The reactants are O=C(Cl)C1CCCCC1, [Cl-], Cc1nc2c(N)nc3ccccc3c2n1CCCN. As a reaction SMILES: [CH:21]1([C:27](=[O:28])[Cl:29])[CH2:22][CH2:23][CH2:24][CH2:25][CH2:26]1.[Cl-:1].[NH2:2][CH2:3][CH2:4][CH2:5][n:6]1[c:7]([CH3:20])[n:8][c:9]2[c:10]([NH2:19])[n:11][c:12]3[cH:13][cH:14][cH:15][cH:16][c:17]3[c:18]12>>[NH:2]([CH2:3][CH2:4][CH2:5][n:6]1[c:7]([CH3:20])[n:8][c:9]2[c:10]([NH2:19])[n:11][c:12]3[cH:13][cH:14][cH:15][cH:16][c:17]3[c:18]12)[C:27]([CH:21]1[CH2:22][CH2:23][CH2:24][CH2:25][CH2:26]1)=[O:28]. Yields the product Cc1nc2c(N)nc3ccccc3c2n1CCCNC(=O)C1CCCCC1. Reactants: O=C([O-])[O-], CCOP(=O)(OCC)C1CCC(CBr)O1, [Cs+], [Cs+], Nc1nc(Cl)c2[nH]cnc2n1, CN(C)C=O. The product is CCOP(=O)(OCC)C1CCC(Cn2cnc3nc(N)nc(Cl)c32)O1. Reaction SMILES: [C:16](=[O:17])([O-:18])[O-:19].[CH2:1]([CH3:2])[O:3][P:4]([O:5][CH2:6][CH3:7])(=[O:8])[CH:9]1[O:10][CH:11]([CH2:14][Br:15])[CH2:12][CH2:13]1.[Cs+:20].[Cs+:21].[NH2:22][c:23]1[n:24][c:25]([Cl:32])[c:26]2[nH:27][cH:28][n:29][c:30]2[n:31]1.[O:33]=[CH:34][N:35]([CH3:36])[CH3:37]>>[CH2:1]([CH3:2])[O:3][P:4]([O:5][CH2:6][CH3:7])(=[O:8])[CH:9]1[O:10][CH:11]([CH2:14][n:27]2[c:26]3[c:25]([Cl:32])[n:24][c:23]([NH2:22])[n:31][c:30]3[n:29][cH:28]2)[CH2:12][CH2:13]1. Reactants: C1(=CC=CC=C1)N1C=NC2=C(C1=O)SC=C2C2=CC=CC=C2 (3,7-Diphenylthieno[3,2-d]pyrimidin-4(3H)-one), NC1=C(SC=C1C1=CC2=C(OCO2)C=C1)C(=O)OC (methyl 3-amino-4-(benzo[d][1,3]dioxol-5-yl)thiophene-2-carboxylate), C(OCC)(OCC)OCC (triethyl orthoformate), COC1=CC=C(C=C1)N (p-anisidine). The solvent is C(C)(=O)O (acetic acid). Product: O1COC2=C1C=CC(=C2)C2=CSC1=C2N=CN(C1=O)C1=CC=C(C=C1)OC (7-(Benzo[d][1,3]dioxol-5-yl)-3-(4-methoxyphenyl)thieno[3,2-d]pyrimidin-4(3H)-one). Yield: 65.2%. RXN SMILES: [C:1]1([N:7]2[C:12](=[O:13])[C:11]3[S:14][CH:15]=[C:16]([C:17]4[CH:22]=[CH:21][CH:20]=[CH:19][CH:18]=4)[C:10]=3[N:9]=[CH:8]2)[CH:6]=[CH:5][CH:4]=[CH:3][CH:2]=1.NC1C(C2C=CC3[O:33][CH2:34][O:35]C=3C=2)=CSC=1C(OC)=O.[CH:42](OCC)(OCC)[O:43]CC.COC1C=CC(N)=CC=1>C(O)(=O)C>[O:33]1[C:20]2[CH:21]=[CH:22][C:17]([C:16]3[C:10]4[N:9]=[CH:8][N:7]([C:1]5[CH:6]=[CH:5][C:4]([O:43][CH3:42])=[CH:3][CH:2]=5)[C:12](=[O:13])[C:11]=4[S:14][CH:15]=3)=[CH:18][C:19]=2[O:35][CH2:34]1. Procedure: In the same manner as the synthesis of Compound 1, methyl 3-amino-4-(benzo[d][1,3]dioxol-5-yl)thiophene-2-carboxylate (60 mg, 0.21 mmol), triethyl orthoformate (0.46 ml), p-anisidine (49.6 mg, 0.4 mmol), and acetic acid (0.06 ml) were used to give 52.4 mg (0.14 mmol, 65.2% yield) of the title compound. The reactants are C1CCOC1, C[Si](C)(C)[N-][Si](C)(C)C, ClCCCCI, O=C(O)Cc1ccc(F)cc1, [Na+]. Yields the product O=C(O)C(CCCCCl)c1ccc(F)cc1. Reaction SMILES: [CH2:28]1[O:29][CH2:30][CH2:31][CH2:32]1.[CH3:2][Si:3]([N-:4][Si:5]([CH3:6])([CH3:7])[CH3:8])([CH3:9])[CH3:10].[Cl:22][CH2:23][CH2:24][CH2:25][CH2:26][I:27].[F:11][c:12]1[cH:13][cH:14][c:15]([CH2:18][C:19](=[O:20])[OH:21])[cH:16][cH:17]1.[Na+:1]>>[F:11][c:12]1[cH:13][cH:14][c:15]([CH:18]([C:19](=[O:20])[OH:21])[CH2:26][CH2:25][CH2:24][CH2:23][Cl:22])[cH:16][cH:17]1. The reactants are C1(=CC=C(C=C1)S(=O)(=O)O)C (p-toluenesulfonic acid), COC(C[C@@H](CN(C(=O)OCC[Si](C)(C)C)C)NC(OC(C)(C)C)=O)(C)C ((S)-tert-butyl 4-methoxy-4-methyl-1-(N-methyl-N-(2-(trimethylsilyl)-ethoxycarbonyl)amino)pentan-2-ylcarbamate), C1(=CC=C(C=C1)S(=O)(=O)O)C (p-toluenesulfonic acid). Run in CCOCC (ether), CCOCC (ether), C(C)O (ethanol). Reaction conditions: temperature 62.5 celsius. The product is N[C@H](CN(C(OCC[Si](C)(C)C)=O)C)CC(C)(C)OC ((S)-2-(Trimethylsilyl)ethyl 2-amino-4-methoxy-4-methylpentyl(methyl)-carbamate). RXN SMILES: [CH3:1][O:2][C:3]([CH3:27])([CH3:26])[CH2:4][C@H:5]([NH:18]C(=O)OC(C)(C)C)[CH2:6][N:7]([CH3:17])[C:8]([O:10][CH2:11][CH2:12][Si:13]([CH3:16])([CH3:15])[CH3:14])=[O:9].C1(C)C=CC(S(O)(=O)=O)=CC=1>CCOCC.C(O)C>[NH2:18][C@@H:5]([CH2:4][C:3]([O:2][CH3:1])([CH3:27])[CH3:26])[CH2:6][N:7]([CH3:17])[C:8](=[O:9])[O:10][CH2:11][CH2:12][Si:13]([CH3:15])([CH3:14])[CH3:16]. Procedure details: To a solution of (S)-tert-butyl 4-methoxy-4-methyl-1-(N-methyl-N-(2-(trimethylsilyl)-ethoxycarbonyl)amino)pentan-2-ylcarbamate (0.17 g, 0.42 mmol) in ether (2.0 mL) was added a solution of p-toluenesulfonic acid (80.7 mg, 0.43 mmol) in ethanol (1.0 mL). Transfer of the p-toluenesulfonic acid was completed with the aid of additional ether (1.0 mL). The solution was placed on a rotary evaporator and the ether was removed at rt. Then, with continuing evacuation, the bath temperature was raised to 6... Run at temperature 115 celsius, time 1 hour. Starting materials: IC1=C(C(=O)N)C=C(C=C1)OCCC (2-iodo-5-propoxy-benzamide), O=S(Cl)Cl (SOCl2). Run in CN(C)C=O (DMF). RXN SMILES: [I:1][C:2]1[CH:10]=[CH:9][C:8]([O:11][CH2:12][CH2:13][CH3:14])=[CH:7][C:3]=1[C:4]([NH2:6])=O.O=S(Cl)Cl>CN(C=O)C>[I:1][C:2]1[CH:10]=[CH:9][C:8]([O:11][CH2:12][CH2:13][CH3:14])=[CH:7][C:3]=1[C:4]#[N:6]. The product is IC1=C(C=C(C=C1)OCCC)C#N (1-Iodo-2-cyano-4-propoxy-benzene). Reported procedure: To 1.40 g (4.59 mmol) 2-iodo-5-propoxy-benzamide in 40 mL DMF are added 1.67 mL (22.9 mmol) SOCl2 and the reaction mixture is stirred at 115° C. for 1 h. The reaction is quenched by the addition of water and extracted with EtOAc (3×). The combined organic layers are washed with water and brine, dried with Na2SO4 and the solvent is removed in vacuo. The crude product is purified by column chromatography (silica gel, heptane/EtOAc 100/0→60/40).